Dataset: the Open Reaction Database (ORD), a public repository of structured organic reaction records. Task: describe an organic reaction: reactants, conditions, products, and yield The reactants are ClC1=C(C=CC=C1)N=C(CC)C1=C(C=CC=C1)Cl (N,1-bis(2-chlorophenyl)propaneimine), C1(=CC=CC=C1)C#CC(=O)OCC (ethyl phenylpropiolate), [Cl-].[Al+3].[Cl-].[Cl-] (aluminum chloride), C1(=CC=CC=C1)C (toluene), S(O)(O)(=O)=O (sulfuric acid). Reaction conditions: temperature 60 celsius, time 4 day. Yields the product ClC1=C(C=CC=C1)N1C(=C(C(C=C1C1=CC=CC=C1)=O)C)C1=C(C=CC=C1)Cl (1,2-bis(2-chlorophenyl)-3-methyl-6-phenyl-4(1H)-pyridinone). Reaction SMILES: Cl[C:2]1[CH:7]=[CH:6][CH:5]=[CH:4][C:3]=1[N:8]=[C:9]([C:12]1[CH:17]=[CH:16][CH:15]=[CH:14][C:13]=1Cl)[CH2:10]C.[C:19]1([C:25]#[C:26][C:27]([O:29]CC)=O)[CH:24]=[CH:23][CH:22]=[CH:21][CH:20]=1.[Cl-:32].[Al+3].[Cl-:34].[Cl-].S(=O)(=O)(O)O.[C:41]1(C)C=CC=CC=1>>[Cl:32][C:2]1[CH:7]=[CH:6][CH:5]=[CH:4][C:3]=1[N:8]1[C:9]([C:12]2[CH:13]=[CH:14][CH:15]=[CH:16][CH:17]=2)=[CH:10][C:27](=[O:29])[C:26]([CH3:41])=[C:25]1[C:19]1[CH:20]=[CH:21][CH:22]=[CH:23][C:24]=1[Cl:34] |f:2.3.4.5|. Procedure: To 300 ml of toluene were added 6.2 g (0.022 mole) of N,1-bis(2-chlorophenyl)propaneimine, 3.9 g (0.022 mole) of ethyl phenylpropiolate and 3.6 g (0.027 mole) of aluminum chloride. After heating the reaction mixture with stirring at 60° C. for 4 days, the reaction mixture was poured into 500 ml of 2N sulfuric acid, followed by extraction with dichloromethane. After washing the organic layer with water, it was dried over anhydrous sodium sulfate. Subsequent to removal of the sodium sulfate, the s... Starting materials: C(=O)(C(F)(F)F)O (TFA), C(C)(C)(C)OC(CC(=O)O[C@@H](CC1=C(C=[N+](C=C1Cl)[O-])Cl)C1=CC(=C(C=C1)OC(F)F)OCC1CC1)=O ((S)-4-(2-(3-tert-butoxy-3-oxopropanoyloxy)-2-(3-(cyclopropylmethoxy)-4-(difluoromethoxy)phenyl)ethyl)-3,5-dichloropyridine 1-oxide), C(=O)(C(F)(F)F)O (TFA). Run in C(Cl)Cl (DCM). Reaction conditions: temperature 0 celsius, time 3 day. The product is C(=O)(O)CC(=O)O[C@@H](CC1=C(C=[N+](C=C1Cl)[O-])Cl)C1=CC(=C(C=C1)OC(F)F)OCC1CC1 ((S)-4-(2-(2-carboxyacetoxy)-2-(3-(cyclopropylmethoxy)-4-(difluoromethoxy)phenyl)ethyl)-3,5-dichloropyridine 1-oxide). Yield: 99.9%. Reaction SMILES: C([O:5][C:6](=[O:37])[CH2:7][C:8]([O:10][C@H:11]([C:22]1[CH:27]=[CH:26][C:25]([O:28][CH:29]([F:31])[F:30])=[C:24]([O:32][CH2:33][CH:34]2[CH2:36][CH2:35]2)[CH:23]=1)[CH2:12][C:13]1[C:18]([Cl:19])=[CH:17][N+:16]([O-:20])=[CH:15][C:14]=1[Cl:21])=[O:9])(C)(C)C.C(O)(C(F)(F)F)=O>C(Cl)Cl>[C:6]([CH2:7][C:8]([O:10][C@H:11]([C:22]1[CH:27]=[CH:26][C:25]([O:28][CH:29]([F:31])[F:30])=[C:24]([O:32][CH2:33][CH:34]2[CH2:35][CH2:36]2)[CH:23]=1)[CH2:12][C:13]1[C:18]([Cl:19])=[CH:17][N+:16]([O-:20])=[CH:15][C:14]=1[Cl:21])=[O:9])([OH:37])=[O:5]. Reported procedure: (S)-4-(2-(3-tert-butoxy-3-oxopropanoyloxy)-2-(3-(cyclopropylmethoxy)-4-(difluoromethoxy)phenyl)ethyl)-3,5-dichloropyridine 1-oxide (1.0561 g, 1.878 mmol) was dissolved in DCM (70 ml) and cooled to 0° C. TFA (1.447 ml, 18.78 mmol) was added slowly, and the reaction was stirred at RT for 3 days. Two more additions of TFA (0.723 ml, 9.39 mmol) were performed, and the stirring was continued overnight. The mixture was evaporated to dryness affording (S)-4-(2-(2-carboxyacetoxy)-2-(3-(cyclopropylmethox...